Dataset: the Open Reaction Database (ORD), a public repository of structured organic reaction records. Task: describe an organic reaction: reactants, conditions, products, and yield Reactants: CO, COC(=O)CCCC1OCCCO1, [Na+], [OH-], O. Yields the product O=C(O)CCCC1OCCCO1. RXN SMILES: [CH3:17][OH:18].[CH3:1][O:2][C:3]([CH2:4][CH2:5][CH2:6][CH:7]1[O:8][CH2:9][CH2:10][CH2:11][O:12]1)=[O:13].[Na+:15].[OH-:14].[OH2:16]>>[O:2]=[C:3]([CH2:4][CH2:5][CH2:6][CH:7]1[O:8][CH2:9][CH2:10][CH2:11][O:12]1)[OH:13]. Starting materials: ClC1=CC=C(C=C1)C1=CC=C(C=C1)[C@@H](C[C@@H](C(=O)O)CCN1C(C=2C(C1=O)=CC=CC2)=O)O ([2S, 4R]-4-[4-(4-chlorophenyl)phenyl]-4-hydroxy-2-(2-phthalimidoethyl)-butanoic acid), ClC1=CC=C(C=C1)C1=CC=C(C=C1)[C@H](C[C@@H](C(=O)O)CCN1C(C=2C(C1=O)=CC=CC2)=O)O ([2S, 4S]-4-[4-(4-chlorophenyl)phenyl]-4-hydroxy-2-(2-phthalimidoethyl)-butanoic acid). The product is ClC1=CC=C(C=C1)C1=CC=C(C=C1)C(CC(C(=O)O)CCN1C(C=2C(C1=O)=CC=CC2)=O)O (4-[4-(4-chlorophenyl)phenyl]-4-hydroxy-2-(2-phthalimidoethyl)butanoic acid). RXN SMILES: [Cl:1][C:2]1[CH:7]=[CH:6][C:5]([C:8]2[CH:13]=[CH:12][C:11]([C@H:14]([OH:33])[CH2:15][C@H:16]([CH2:20][CH2:21][N:22]3[C:26](=[O:27])[C:25]4=[CH:28][CH:29]=[CH:30][CH:31]=[C:24]4[C:23]3=[O:32])[C:17]([OH:19])=[O:18])=[CH:10][CH:9]=2)=[CH:4][CH:3]=1.ClC1C=CC(C2C=CC([C@@H](O)C[C@H](CCN3C(=O)C4=CC=CC=C4C3=O)C(O)=O)=CC=2)=CC=1>>[Cl:1][C:2]1[CH:7]=[CH:6][C:5]([C:8]2[CH:9]=[CH:10][C:11]([CH:14]([OH:33])[CH2:15][CH:16]([CH2:20][CH2:21][N:22]3[C:23](=[O:32])[C:24]4=[CH:31][CH:30]=[CH:29][CH:28]=[C:25]4[C:26]3=[O:27])[C:17]([OH:19])=[O:18])=[CH:12][CH:13]=2)=[CH:4][CH:3]=1. Reported procedure: the more active of the compounds [2S, 4R]-4-[4-(4-chlorophenyl)phenyl]-4-hydroxy-2-(2-phthalimidoethyl)-butanoic acid and [2S, 4S]-4-[4-(4-chlorophenyl)phenyl]-4-hydroxy-2-(2-phthalimidoethyl)-butanoic acid; The reactants are [N+](=O)([O-])C1=C(N)C=CC(=C1)[N+](=O)[O-] (2,4-dinitroaniline), ClCl (chlorine), ClCl (chlorine), Cl (hydrochloric acid). Yields the product ClC1=C(N)C(=CC(=C1)[N+](=O)[O-])[N+](=O)[O-] (2-chloro-4,6-dinitroaniline). The yield is 95.0%. RXN SMILES: [N+:1]([C:4]1[CH:10]=[C:9]([N+:11]([O-:13])=[O:12])[CH:8]=[CH:7][C:5]=1[NH2:6])([O-:3])=[O:2].[Cl:14]Cl.Cl>>[Cl:14][C:7]1[CH:8]=[C:9]([N+:11]([O-:13])=[O:12])[CH:10]=[C:4]([N+:1]([O-:3])=[O:2])[C:5]=1[NH2:6]. Procedure: Once the total amount of 2,4-dinitroaniline and the corresponding amount of chlorine gas--an equimolar amount and c. 10 % excess of this latter--have been added to the hydrochloric acid, the batch is allowed to react for half an hour to 1 hour and then excess chlorine is expelled with nitrogen. The product is isolated by filtration, washed until neutral and dried. The 2-chloro-4,6-dinitroaniline is obtained by this process in a yield of 95 % with a content of less than 0.5 % by weight of unreact... Reactants: BrC1=CC=C(C=C1)C1(CCCC1)C(=O)O (1-(4-bromophenyl)cyclopentanecarboxylic acid), C(C)(=O)O.C(C)(=O)O.IC1=CC=CC=C1 (iodobenzene diacetate), C(=O)(OC(C)(C)C)N[C@@H](C(C)C)C(=O)O (Boc-L-valine), C(C)(=O)[O-].[K+] (potassium acetate). The reagents and catalysts are CC(=O)O.CC(=O)O.[Pd] (palladium (II) acetate trimer). Run in C(C)(C)(C)O (Tert-butanol). Conditions: temperature 90 celsius, time 8 hour. Product: BrC1=CC2=C(C=C1)C1(CCCC1)C(O2)=O (6-bromo-2H-spiro[benzofuran-3,1′-cyclopentan]-2-one). The yield is 37.8%. Reaction SMILES: [Br:1][C:2]1[CH:7]=[CH:6][C:5]([C:8]2([C:13]([OH:15])=[O:14])[CH2:12][CH2:11][CH2:10][CH2:9]2)=[CH:4][CH:3]=1.C(O)(=O)C.C(O)(=O)C.IC1C=CC=CC=1.C(N[C@H](C(O)=O)C(C)C)(OC(C)(C)C)=O.C([O-])(=O)C.[K+]>CC(O)=O.CC(O)=O.[Pd].C(O)(C)(C)C>[Br:1][C:2]1[CH:3]=[CH:4][C:5]2[C:8]3([C:13](=[O:15])[O:14][C:6]=2[CH:7]=1)[CH2:12][CH2:11][CH2:10][CH2:9]3 |f:1.2.3,5.6,7.8.9|. Reported procedure: A vial was charged with 1-(4-bromophenyl)cyclopentanecarboxylic acid (200 mg, 0.743 mmol), iodobenzene diacetate (359 mg, 1.11 mmol), Boc-L-valine (48.4 mg, 0.223 mmol), potassium acetate (146 mg, 1.49 mmol) and palladium (II) acetate trimer (8.34 mg, 5 mol %). Tert-butanol (7.4 mL) was added and the mixture was heated at 90° C. for 11 hours, then at room temperature for 8 hours. The reaction mixture was concentrated, diluted with DCM and filtered. The residue was purified by flash column chroma... The reactants are NCC(=O)C1=CC=CC=C1 (2-amino-acetophenone), NC1=C(C(=O)C2=CC=CC=C2)C=C(C=C1)[N+](=O)[O-] (2-amino-5-nitro-benzophenone). Solvent: C(C)(=O)[O-].[Na+] (sodium acetate). The product is NC1=C(C=O)C=CC=C1 (2-ABA), NCC(=O)C1=CC=CC=C1 (2-AAP). As a reaction SMILES: [NH2:1][CH2:2][C:3]([C:5]1[CH:10]=[CH:9][CH:8]=[CH:7][CH:6]=1)=[O:4].[NH2:11][C:12]1[CH:25]=[CH:24][C:23]([N+]([O-])=O)=[CH:22][C:13]=1[C:14](C1C=CC=CC=1)=[O:15]>C([O-])(=O)C.[Na+]>[NH2:11][C:12]1[CH:25]=[CH:24][CH:23]=[CH:22][C:13]=1[CH:14]=[O:15].[NH2:1][CH2:2][C:3]([C:5]1[CH:10]=[CH:9][CH:8]=[CH:7][CH:6]=1)=[O:4] |f:2.3|. Procedure details: Evaluation of the reaction efficiency as a function of the reactant to protein concentration ratio, and the reactivity with 2-ABA-like reactants is shown in FIG. 27. The mass spectra of hRBP4 with PCL incorporated at position 122 (hRBP4 Phe122PCL) after reaction with 0.1 mM 2-amino-benzaldehyde (2-ABA) is shown in FIG. 27A, while the mass spectra for hRBP4 Phe122PCL after reaction with 0.1 mM 2-amino-acetophenone (2-AAP) and 0.1 mM 2-amino-5-nitro-benzophenone (2-ANBP) are shown if FIG. 27B and ... Reactants: COc1ccc(C2COCCO2)c2sc(NC(=O)c3ccnc(Br)c3)nc12, O=C([O-])[O-], CS(C)=O, [Cs+], [Cs+], CN(C)C=O, OC1CCNCC1. Product: COc1ccc(C2COCCO2)c2sc(NC(=O)c3ccnc(N4CCC(O)CC4)c3)nc12. Reaction SMILES: [Br:1][c:2]1[cH:3][c:4]([C:5](=[O:6])[NH:7][c:8]2[s:9][c:10]3[c:11]([n:12]2)[c:13]([O:23][CH3:24])[cH:14][cH:15][c:16]3[CH:17]2[O:18][CH2:19][CH2:20][O:21][CH2:22]2)[cH:25][cH:26][n:27]1.[C:28](=[O:29])([O-:30])[O-:31].[CH3:41][S:42]([CH3:43])=[O:44].[Cs+:32].[Cs+:33].[O:45]=[CH:46][N:47]([CH3:48])[CH3:49].[OH:34][CH:35]1[CH2:36][CH2:37][NH:38][CH2:39][CH2:40]1>>[c:2]1([N:38]2[CH2:37][CH2:36][CH:35]([OH:34])[CH2:40][CH2:39]2)[cH:3][c:4]([C:5](=[O:6])[NH:7][c:8]2[s:9][c:10]3[c:11]([n:12]2)[c:13]([O:23][CH3:24])[cH:14][cH:15][c:16]3[CH:17]2[O:18][CH2:19][CH2:20][O:21][CH2:22]2)[cH:25][cH:26][n:27]1. Reactants: ClC1=CC=C(CCl)C=C1 (p-chlorobenzyl chloride), [H-].[Na+] (sodium hydride), ClC1=C(C=CC(=C1)OC1=CC(=CC=C1)Cl)O (2-chloro-4-(3-chlorophenoxy)phenol), ice water. The solvent is CN(C=O)C (N,N-dimethylformamide), CN(C=O)C (N,N-dimethylformamide), CN(C=O)C (N,N-dimethylformamide). Reaction conditions: time 10 minute. The product is ClC1=CC=C(C=C1)COC1=C(C=C(C=C1)OC1=CC(=CC=C1)Cl)Cl (4-chloro-1-[2-chloro-4-(3-chlorophenoxy)phenoxy]methylbenzene). The yield is 81.4%. As a reaction SMILES: [H-].[Na+].[Cl:3][C:4]1[CH:9]=[C:8]([O:10][C:11]2[CH:16]=[CH:15][CH:14]=[C:13]([Cl:17])[CH:12]=2)[CH:7]=[CH:6][C:5]=1[OH:18].[Cl:19][C:20]1[CH:27]=[CH:26][C:23]([CH2:24]Cl)=[CH:22][CH:21]=1>CN(C)C=O>[Cl:19][C:20]1[CH:27]=[CH:26][C:23]([CH2:24][O:18][C:5]2[CH:6]=[CH:7][C:8]([O:10][C:11]3[CH:16]=[CH:15][CH:14]=[C:13]([Cl:17])[CH:12]=3)=[CH:9][C:4]=2[Cl:3])=[CH:22][CH:21]=1 |f:0.1|. Procedure: To a solution of 0.07 g of sodium hydride (60% oil dispersion) in 10 ml of N,N-dimethylformamide, there was added dropwise a solution of 0.40 g of 2-chloro-4-(3-chlorophenoxy)phenol in 3 ml of N,N-dimethylformamide with stirring and ice-cooling. After 10 minutes, a solution of 0.25 g of p-chlorobenzyl chloride in 5 ml of N,N-dimethylformamide was added thereto at room temperature, followed by stirring at the same temperature for 10 hours. The reaction mixture was poured into ice-water and extrac... Starting materials: CN=C=O, Cl, NCCc1coc2ccc3c(c12)CCCO3, c1ccncc1. Yields the product CNC(=O)NCCc1coc2ccc3c(c12)CCCO3. Reaction SMILES: [CH3:18][N:19]=[C:20]=[O:21].[ClH:1].[c:2]1([CH2:15][CH2:16][NH2:17])[cH:3][o:4][c:5]2[c:6]1[c:7]1[c:12]([cH:13][cH:14]2)[O:11][CH2:10][CH2:9][CH2:8]1.[cH:22]1[cH:23][cH:24][n:25][cH:26][cH:27]1>>[c:2]1([CH2:15][CH2:16][NH:17][C:20]([NH:19][CH3:18])=[O:21])[cH:3][o:4][c:5]2[c:6]1[c:7]1[c:12]([cH:13][cH:14]2)[O:11][CH2:10][CH2:9][CH2:8]1. Reactants: BrC1=C(C(=O)NC2=C(C=CC(=C2)C(F)(F)F)O)C=CN=C1 (3-bromo-N-[2-hydroxy-5-(trifluoromethyl)phenyl]isonicotinamide), O1CCCC1 (tetrahydrofuran), C1(=CC=CC=C1)P(C1=CC=CC=C1)C1=CC=CC=C1 (triphenylphosphine), N(=NC(=O)OCC)C(=O)OCC (diethyl azodicarboxylate). Solvent: C1(=CC=CC=C1)C (toluene). Run at temperature 50 celsius. The product is BrC=1C=NC=CC1C=1OC2=C(N1)C=C(C=C2)C(F)(F)F (2-(3-bromopyridin-4-yl)-5-(trifluoromethyl)benzoxazole). The yield is 87.1%. Reaction SMILES: [Br:1][C:2]1[CH:21]=[N:20][CH:19]=[CH:18][C:3]=1[C:4]([NH:6][C:7]1[CH:12]=[C:11]([C:13]([F:16])([F:15])[F:14])[CH:10]=[CH:9][C:8]=1[OH:17])=O.O1CCCC1.C1(P(C2C=CC=CC=2)C2C=CC=CC=2)C=CC=CC=1.N(C(OCC)=O)=NC(OCC)=O>C1(C)C=CC=CC=1>[Br:1][C:2]1[CH:21]=[N:20][CH:19]=[CH:18][C:3]=1[C:4]1[O:17][C:8]2[CH:9]=[CH:10][C:11]([C:13]([F:16])([F:15])[F:14])=[CH:12][C:7]=2[N:6]=1. Procedure details: To a mixture of 0.29 g of 3-bromo-N-[2-hydroxy-5-(trifluoromethyl)phenyl]isonicotinamide, 4 ml of tetrahydrofuran and 0.25 g of triphenylphosphine, 0.42 g of 40% toluene solution of diethyl azodicarboxylate was added dropwise at room temperature. The reaction mixture was stirred while heating at 50° C. for 1.5 hours. The reaction mixture was cooled to room temperature, and then concentrated under reduced pressure. The residue was subjected to silica gel column chromatography to give 0.24 g of 2-... The reactants are C(CC(O)(C(=O)O)CC(=O)O)(=O)O (citric acid), N([C@@H](CC(O)=O)C(=O)O)C(=O)OCC1C2=CC=CC=C2C2=CC=CC=C12 (FmocAsp), Cl.NCC=1C=C(C(=O)O)C=CC1 (3-(aminomethyl)benzoic acid hydrochloride), C(C)(C)N(CC)C(C)C (diisopropylethylamine). Solvent: CN(C)C=O (DMF). Reaction conditions: time 5 hour. The product is C(=O)(OCC1C2=CC=CC=C2C2=CC=CC=C12)N[C@@H](CC(O)=O)C(=O)C1=C(C(=C(C(=O)O)C=C1)C(C)(C)C)CN (Fmoc-L-aspartyl (t-butyl)-3-(aminomethyl)-benzoic acid). Reaction SMILES: [NH:1]([C:10]([O:12][CH2:13][CH:14]1[C:26]2[C:21](=[CH:22][CH:23]=[CH:24][CH:25]=2)[C:20]2[C:15]1=[CH:16][CH:17]=[CH:18][CH:19]=2)=[O:11])[C@H:2]([C:7]([OH:9])=O)[CH2:3][C:4](=[O:6])[OH:5].Cl.[NH2:28][CH2:29][C:30]1[CH:31]=[C:32]([CH:36]=[CH:37][CH:38]=1)[C:33]([OH:35])=[O:34].C(N(C(C)C)CC)(C)C.C(O)(=O)[CH2:49][C:50]([CH2:55]C(O)=O)([C:52](O)=O)O>CN(C=O)C>[C:10]([NH:1][C@H:2]([C:7]([C:38]1[CH:37]=[CH:36][C:32]([C:33]([OH:35])=[O:34])=[C:31]([C:50]([CH3:55])([CH3:52])[CH3:49])[C:30]=1[CH2:29][NH2:28])=[O:9])[CH2:3][C:4](=[O:6])[OH:5])([O:12][CH2:13][CH:14]1[C:26]2[C:21](=[CH:22][CH:23]=[CH:24][CH:25]=2)[C:20]2[C:15]1=[CH:16][CH:17]=[CH:18][CH:19]=2)=[O:11] |f:1.2|. Procedure: To a solution of FmocAsp (But) OPfp (17.33 g, 30 mmol) and the compound of Step 6 (6.19 g, 33 mmol) in 50 mL DMF cooled in an ice bath was added 11.5 mL (66 mmol) diisopropylethylamine, and after stirring at room temperature for 5 h, 200 mL 5% citric acid was added and the solution was extracted with ethyl acetate twice. The combined extracts were washed with brine, dried (MgSO4), and concentrated to give a solid which was washed with ether-petroleum ether and dried. Yield 16.3 g (100%).